This data is from the Open Reaction Database (ORD), a public repository of structured organic reaction records. The task is: describe an organic reaction: reactants, conditions, products, and yield Reactants: COC(C(=CC(N(C)CC1=CC=C(C=C1)F)=O)O)=O (3-[(4-Fluoro-benzyl)-methyl-carbamoyl]-2-hydroxy-acrylic acid methyl ester), C=O (paraformaldehyde), C1(=CC=CC=C1)CCCN (3-phenyl-propylamine), FC1=CC=C(CN(C(=O)C=2CN(C(C2O)=O)C)C)C=C1 (4-Hydroxy-1-methyl-5-oxo-2,5-dihydro-1H-pyrrole-3-carboxylic acid (4-fluoro-benzyl)-methyl amide). Product: FC1=CC=C(CN(C(=O)C=2CN(C(C2O)=O)CCCC2=CC=CC=C2)C)C=C1 (4-Hydroxy-5-oxo-1-(3-phenyl-propyl)-2,5-dihydro-1H-pyrrole-3-carboxylic acid (4-fluoro-benzyl)-methyl-amide). Reaction SMILES: COC(=O)C(O)=CC(=O)N(CC1C=CC(F)=CC=1)C.C=O.[C:22]1([CH2:28][CH2:29][CH2:30][NH2:31])[CH:27]=[CH:26][CH:25]=[CH:24][CH:23]=1.[F:32][C:33]1[CH:51]=[CH:50][C:36]([CH2:37][N:38]([CH3:49])[C:39]([C:41]2[CH2:42]N(C)[C:44](=[O:47])[C:45]=2[OH:46])=[O:40])=[CH:35][CH:34]=1>>[F:32][C:33]1[CH:51]=[CH:50][C:36]([CH2:37][N:38]([CH3:49])[C:39]([C:41]2[CH2:42][N:31]([CH2:30][CH2:29][CH2:28][C:22]3[CH:27]=[CH:26][CH:25]=[CH:24][CH:23]=3)[C:44](=[O:47])[C:45]=2[OH:46])=[O:40])=[CH:35][CH:34]=1. Procedure: 3-[(4-Fluoro-benzyl)-methyl-carbamoyl]-2-hydroxy-acrylic acid methyl ester (Compound 1-D) was treated with paraformaldehyde and 3-phenyl-propylamine as described in the preparation of Compound 1. 1H NMR (500 MHz, CDCl3) δ: 1.93 (p, 2, J=7), 2.64 (t, 2, J=7), 2.99 (s, 3), 3.53 (t, 2, J=2), 4.10 (s, 2), 4.60 (s, 2), 7.02–7.28 (overlapping m, 9). 13C (125 MHz, CDCl3) δ: 29.77, 33.05, 34.56, 42.81, 48.79, 51.47, 109.25, 115.66, 115.83, 126.14, 128.30, 128.49, 129.34, 129.40, 132.16, 132.79, 140.88, ... Reactants: C(C1=CC=CC=C1)OC1=CC=C(C=O)C=C1 (p-benzyloxybenzaldehyde), C(C)(C)NC(C)C (diisopropylamine), C(C)(=O)OCC (ethyl acetate), C(CCC)[Li] (n-butyllithium). Solvent: C1CCOC1 (THF), C1CCOC1 (THF). Conditions: temperature 0 celsius, time 30 minute. The product is C(C1=CC=CC=C1)OC1=CC=C(C=C1)C(CC(=O)OCC)O (Ethyl 3-(4-benzyloxyphenyl)-3-hydroxypropionate). RXN SMILES: C(NC(C)C)(C)C.C([Li])CCC.[C:13]([O:16][CH2:17][CH3:18])(=[O:15])[CH3:14].[CH2:19]([O:26][C:27]1[CH:34]=[CH:33][C:30]([CH:31]=[O:32])=[CH:29][CH:28]=1)[C:20]1[CH:25]=[CH:24][CH:23]=[CH:22][CH:21]=1>C1COCC1>[CH2:19]([O:26][C:27]1[CH:28]=[CH:29][C:30]([CH:31]([OH:32])[CH2:14][C:13]([O:16][CH2:17][CH3:18])=[O:15])=[CH:33][CH:34]=1)[C:20]1[CH:21]=[CH:22][CH:23]=[CH:24][CH:25]=1. Reported procedure: 23.8 ml of diisopropylamine were initially charged under argon in 250 ml of THF and cooled to 0° C., and 70 ml of n-butyllithium solution (2.5 M in toluene) were added. The mixture was stirred at 0° C. for 30 minutes, then cooled to −75° C., 16.2 ml of ethyl acetate were added slowly and the mixture was stirred for 30 minutes. Then, at −75° C., 30 g of p-benzyloxybenzaldehyde, dissolved in 250 ml of THF, were added dropwise (internal temp. max. −68° C.; 1 h). The mixture was stirred for a furthe... The reactants are S1C=NC=C1 (thiazole), [Li]CCCC (BuLi), C(CC)(=O)OCC (ethyl propionate). The solvent is C1CCOC1 (THF), C1CCOC1 (THF). Reaction conditions: time 30 minute. The product is S1C(=NC=C1)CC(C)=O (1-(Thiazol-2-yl)propanone). Isolated yield 73.0%. As a reaction SMILES: [S:1]1[CH:5]=[CH:4][N:3]=[CH:2]1.[Li][CH2:7][CH2:8][CH2:9]C.C(OCC)(=[O:14])CC>C1COCC1>[S:1]1[CH:5]=[CH:4][N:3]=[C:2]1[CH2:7][C:8](=[O:14])[CH3:9]. Reported procedure: To a solution of thiazole (10 g, 0.12 mol) in dry THF (100 mL) at -78° C. was added BuLi (50 mL, 2.47M in hexane). The resulting reaction mixture was stirred 30 min. then ethyl propionate (18.8 mL, 0.16 mol) in THF was added and the cooling bath was removed. After 30 min. an aqueous solution of NH4OAc (25%) was added and the THF evaporated. Ether was added and washed successively with H2O, brine, dried over MgSO4 and evaporated. The residue was distilled under vacuum to give 12.1 g (73%) of the ... The reactants are COC(CC1=CN=CN1CC1=CC2=CC=CC=C2C=C1)=O (2-[1-(Naphth-2-ylmethyl)-1H-imidazol-5-yl]acetic acid methyl ester), Cl (hydrochloric acid). Run at temperature 55 celsius. Product: Cl.C1=C(C=CC2=CC=CC=C12)CN1C=NC=C1CC(=O)O (2-[1-(Naphth-2-ylmethyl)-1H-imidazol-5-yl]acetic acid hydrochloride). RXN SMILES: C[O:2][C:3](=[O:21])[CH2:4][C:5]1[N:9]([CH2:10][C:11]2[CH:20]=[CH:19][C:18]3[C:13](=[CH:14][CH:15]=[CH:16][CH:17]=3)[CH:12]=2)[CH:8]=[N:7][CH:6]=1.[ClH:22]>>[ClH:22].[CH:12]1[C:13]2[C:18](=[CH:17][CH:16]=[CH:15][CH:14]=2)[CH:19]=[CH:20][C:11]=1[CH2:10][N:9]1[C:5]([CH2:4][C:3]([OH:21])=[O:2])=[CH:6][N:7]=[CH:8]1 |f:2.3|. Reported procedure: 2-[1-(Naphth-2-ylmethyl)-1H-imidazol-5-yl]acetic acid methyl ester (0.92 g, 3.28 mmol ) was dissolved in 2.5N hydrochloric acid (50 ml) and heated to 55° C. for 3 h. After this time, the solution was concentrated to dryness in vacuo to give the title compound as a white solid. 1HNMR (CD3OD, 400 MHz) δ 8.92(1H, s),7.94(1H, d, J=8.6 Hz), 7.88(2H, m), 7.93(1H, s), 7.54(3H, m), 7.43(1H, d, J=14 Hz), 5.60(2H, s) and 3.82(2H, s) ppm. Starting materials: SC1=CC=C(C(=O)O)C=C1 (4-mercapto benzoic acid), [OH-].[K+] (KOH), ClC(C)O (Chloroethanol). Run in CO (methanol). Product: OCCSC1=CC=C(C(=O)O)C=C1 (4-(2-Hydroxy-ethylsulfanyl)-benzoic acid). Yield: 62566.4%. Reaction SMILES: [SH:1][C:2]1[CH:10]=[CH:9][C:5]([C:6]([OH:8])=[O:7])=[CH:4][CH:3]=1.[OH-].[K+].Cl[CH:14]([OH:16])[CH3:15]>CO>[OH:16][CH2:14][CH2:15][S:1][C:2]1[CH:10]=[CH:9][C:5]([C:6]([OH:8])=[O:7])=[CH:4][CH:3]=1 |f:1.2|. Procedure details: To a stirred solution of 4-mercapto benzoic acid (10 g, 0.0645 mmol) in methanol (100 mL) was added KOH (10.8 g, 0.1935 mol) at 25-30° C. Chloroethanol (10.3 g, 0.1290 mol) was then added to it. Reaction mixture was refluxed for 4 hr. Excess methanol was evaporated and then quenched in dil.HCl. Product obtained was filtered. Drying afforded 8 g of titled compound in 62% yield.